This data is from the Open Reaction Database (ORD), a public repository of structured organic reaction records. The task is: describe an organic reaction: reactants, conditions, products, and yield Starting materials: BrC=1C=C(C#N)C=C(C1)O[C@H](COC(C)(C)C)C (3-bromo-5-[(1S)-2-tert-butoxy-1-methylethoxy]benzonitrile), [OH-].[Na+] (sodium hydroxide), C(C)O (ethanol). Run in O (water). Product: BrC=1C=C(C(=O)O)C=C(C1)O[C@H](COC(C)(C)C)C (3-Bromo-5-[(1S)-2-tert-butoxy-1-methylethoxy]benzoic acid). RXN SMILES: [Br:1][C:2]1[CH:3]=C([CH:7]=[C:8]([O:10][C@@H:11]([CH3:18])[CH2:12][O:13][C:14]([CH3:17])([CH3:16])[CH3:15])[CH:9]=1)C#N.[OH-:19].[Na+].[CH2:21]([OH:23])[CH3:22]>O>[Br:1][C:2]1[CH:3]=[C:22]([CH:7]=[C:8]([O:10][C@@H:11]([CH3:18])[CH2:12][O:13][C:14]([CH3:17])([CH3:16])[CH3:15])[CH:9]=1)[C:21]([OH:19])=[O:23] |f:1.2|. Procedure details: To a stirred solution of 3-bromo-5-[(1S)-2-tert-butoxy-1-methylethoxy]benzonitrile (1.00 equiv, 42.60 mmoles, 13.30 g) in ethanol (135 mL) and water (13.30 mL) was added sodium hydroxide liquor (46/48% w/w, 5213.0 mmol, 12.10 mL, 18.27 g). The resultant yellow solution was heated to reflux for 1 hour and the solvent removed in vacuo to give a wet orange solid. The mixture was partitioned between water (150 mL) and MTBE (100 mL). The coloured upper organic phase contained two layers and was separ... Yields the product CN(C(=N)NC1=C(C=CC=C1)C1=CC(=CC=C1)C)C (N,N-dimethyl-N'-(3'-methyl-2-biphenylyl)guanidine). Procedure details: A mixture of 2-amino-3'-methylbiphenyl hydrochloride (1 g), N,N-dimethylcyanamide (0.67 ml) in m-cresol (1 ml) was heated at 100° C. for 3 hours to give N,N-dimethyl-N'-(3'-methyl-2-biphenylyl)guanidine (m.p. 116° C.) which was crystallised from hexane. Conditions: temperature 100 celsius. The reactants are Cl.NC1=C(C=CC=C1)C1=CC(=CC=C1)C (2-amino-3'-methylbiphenyl hydrochloride), CN(C#N)C (N,N-dimethylcyanamide). Solvent: C1=C(C=CC=C1O)C (m-cresol). Reaction SMILES: Cl.[NH2:2][C:3]1[CH:8]=[CH:7][CH:6]=[CH:5][C:4]=1[C:9]1[CH:14]=[CH:13][CH:12]=[C:11]([CH3:15])[CH:10]=1.[CH3:16][N:17]([CH3:20])[C:18]#[N:19]>C1C(O)=CC=CC=1C>[CH3:16][N:17]([CH3:20])[C:18]([NH:2][C:3]1[CH:8]=[CH:7][CH:6]=[CH:5][C:4]=1[C:9]1[CH:14]=[CH:13][CH:12]=[C:11]([CH3:15])[CH:10]=1)=[NH:19] |f:0.1|. Reactants: C(C1=CC=CC=C1)OC(=O)NC1C(N(C2=C(C(=N1)C1CCCCCC1)C=CC=C2)C)=O (3(R,S)-[(Benzyloxycarbonyl)amino]-5-cycloheptyl-1,3-dihydro-1-methyl-2H-1,4-benzodiazepin-2-one), Br (hydrogen bromide), C(C)OCC (diethyl ether). The solvent is CC(=O)OCC1=C2C=CC=CC2=C(C3=CC=CC=C31)COC(=O)C (acetic). Run at time 20 minute. Yields the product NC1C(N(C2=C(C(=N1)C1CCCCCC1)C=CC=C2)C)=O (3(R,S)-amino-5-cycloheptyl-1,3-dihydro-1-methyl-2H-1,4-benzodiazepin-2-one). RXN SMILES: C(OC([NH:11][CH:12]1[N:18]=[C:17]([CH:19]2[CH2:25][CH2:24][CH2:23][CH2:22][CH2:21][CH2:20]2)[C:16]2[CH:26]=[CH:27][CH:28]=[CH:29][C:15]=2[N:14]([CH3:30])[C:13]1=[O:31])=O)C1C=CC=CC=1.Br.C(OCC)C>CC(OCC1C2C(=CC=CC=2)C(COC(C)=O)=C2C=1C=CC=C2)=O>[NH2:11][CH:12]1[N:18]=[C:17]([CH:19]2[CH2:20][CH2:21][CH2:22][CH2:23][CH2:24][CH2:25]2)[C:16]2[CH:26]=[CH:27][CH:28]=[CH:29][C:15]=2[N:14]([CH3:30])[C:13]1=[O:31]. Reported procedure: 3(R,S)-[(Benzyloxycarbonyl)amino]-5-cycloheptyl-1,3-dihydro-1-methyl-2H-1,4-benzodiazepin-2-one (435 mg) was treated with a solution of 30% hydrogen bromide in glacial acetic add (10 ml) and stirred for 20 min at room temperature. The mixture was then added dropwise onto cold (0° C.) diethyl ether (50 ml). A white solid precipitated which was filtered off. The solid was treated with 10% sodium hydroxide solution (50 ml), then extracted with ethyl acetate (80 ml). The organic layer was separated,...